Dataset: the Open Reaction Database (ORD), a public repository of structured organic reaction records. Task: describe an organic reaction: reactants, conditions, products, and yield The reactants are C(#N)C=1C(=NC=C(C1)C1=CC=NC=C1)N1CCOCC1 (3-cyano-2-morpholino-5-(pyrid-4-yl)-pyridine), Cl (hydrochloric acid), Cl (hydrochloric acid). Run in O (water). Conditions: temperature 50 celsius, time 2 hour. The product is O.Cl.C(#N)C=1C(=NC=C(C1)C1=CC=NC=C1)N1CCOCC1 (3-Cyano-2-morpholino-5-(pyrid-4-yl)-pyridine hydrochloride monohydrate). RXN SMILES: [C:1]([C:3]1[C:4]([N:15]2[CH2:20][CH2:19][O:18][CH2:17][CH2:16]2)=[N:5][CH:6]=[C:7]([C:9]2[CH:14]=[CH:13][N:12]=[CH:11][CH:10]=2)[CH:8]=1)#[N:2].[ClH:21]>O>[OH2:18].[ClH:21].[C:1]([C:3]1[C:4]([N:15]2[CH2:20][CH2:19][O:18][CH2:17][CH2:16]2)=[N:5][CH:6]=[C:7]([C:9]2[CH:10]=[CH:11][N:12]=[CH:13][CH:14]=2)[CH:8]=1)#[N:2] |f:3.4.5|. Procedure: 5.0 kg 3-cyano-2-morpholino-5-(pyrid-4-yl)-pyridine is mixed with 25 l water and 2.0 l technical grade hydrochloric acid and is then heated to about 50° C. 3.01 hydrochloric acid is added to the yellow solution, which is then cooled. After crystallization, stirring is continued for a further 2 hours at temperatures below 20° C. The crystalline material is centrifuged off and washed with a mixture of 5.4 l water and 0.6 l hydrochloric acid. The yield is 5.3 kg (88% of the theoretical yield). Reactants: O=C(c1ccccc1)N1CCNCCN1C(=O)c1ccccc1, CN(C)C=O, Cl, Fc1ccc(C(CCCBr)c2ccc(F)cc2)cc1, [Na+], [Na+], O=C([O-])[O-]. The product is O=C(c1ccccc1)N1CCN(CCCC(c2ccc(F)cc2)c2ccc(F)cc2)CCN1C(=O)c1ccccc1. RXN SMILES: [C:2]([c:3]1[cH:4][cH:5][cH:6][cH:7][cH:8]1)(=[O:9])[N:10]1[N:11]([C:17]([c:18]2[cH:19][cH:20][cH:21][cH:22][cH:23]2)=[O:24])[CH2:12][CH2:13][NH:14][CH2:15][CH2:16]1.[CH3:50][N:51]([CH3:52])[CH:53]=[O:54].[ClH:1].[F:31][c:32]1[cH:33][cH:34][c:35]([CH:38]([CH2:39][CH2:40][CH2:41][Br:42])[c:43]2[cH:44][cH:45][c:46]([F:49])[cH:47][cH:48]2)[cH:36][cH:37]1.[Na+:25].[Na+:26].[O-:27][C:28](=[O:29])[O-:30]>>[C:2]([c:3]1[cH:4][cH:5][cH:6][cH:7][cH:8]1)(=[O:9])[N:10]1[N:11]([C:17]([c:18]2[cH:19][cH:20][cH:21][cH:22][cH:23]2)=[O:24])[CH2:12][CH2:13][N:14]([CH2:41][CH2:40][CH2:39][CH:38]([c:35]2[cH:34][cH:33][c:32]([F:31])[cH:37][cH:36]2)[c:43]2[cH:44][cH:45][c:46]([F:49])[cH:47][cH:48]2)[CH2:15][CH2:16]1. The reactants are BrCBr, O=C([O-])O, C#CCC1=C(C)C(O[SiH](C)C)(C(C)(C)C)CC1=O, CCCCCC, [Cl-], [Cl-], [Cl-], [Cl-], ClCCl, [Na+], C1CCOC1, O, [Ti+4], [Zn]. Product: C#CCC1=C(C)C(O[SiH](C)C)(C(C)(C)C)CC1=C. Reaction SMILES: [Br:1][CH2:2][Br:3].[C:27](=[O:28])([OH:29])[O-:30].[C:9]([CH3:10])([CH3:11])([CH3:12])[C:13]1([O:23][SiH:24]([CH3:25])[CH3:26])[C:14]([CH3:22])=[C:15]([CH2:19][C:20]#[CH:21])[C:16](=[O:18])[CH2:17]1.[CH3:42][CH2:43][CH2:44][CH2:45][CH2:46][CH3:47].[Cl-:36].[Cl-:37].[Cl-:38].[Cl-:39].[Cl:32][CH2:33][Cl:34].[Na+:31].[O:4]1[CH2:5][CH2:8][CH2:7][CH2:6]1.[OH2:41].[Ti+4:40].[Zn:35]>>[CH2:5]=[C:16]1[C:15]([CH2:19][C:20]#[CH:21])=[C:14]([CH3:22])[C:13]([C:9]([CH3:10])([CH3:11])[CH3:12])([O:23][SiH:24]([CH3:25])[CH3:26])[CH2:17]1. The reactants are ClC=1C=C2CCC(C2=CC1OC)=O (5-chloro-6-methoxy-2,3-dihydro-1H-inden-1-one), C(#N)CC(=O)OCC (ethyl cyanoacetate), CC(=O)O (AcOH), C(C)(=O)[O-].[NH4+] (ammonium acetate). Solvent: C1(=CC=CC=C1)C (toluene). Reaction conditions: temperature 120 celsius, time 12 hour. The product is ClC=1C=C2CC/C(/C2=CC1OC)=C(\C(=O)OCC)/C#N ((E)-ethyl 2-(5-chloro-6-methoxy-2,3-dihydro-1H-inden-1-ylidene)-2-cyanoacetate). The yield is 61.6%. RXN SMILES: [Cl:1][C:2]1[CH:3]=[C:4]2[C:8](=[CH:9][C:10]=1[O:11][CH3:12])[C:7](=O)[CH2:6][CH2:5]2.[C:14]([CH2:16][C:17]([O:19][CH2:20][CH3:21])=[O:18])#[N:15].CC(O)=O.C([O-])(=O)C.[NH4+]>C1(C)C=CC=CC=1>[Cl:1][C:2]1[CH:3]=[C:4]2[C:8](=[CH:9][C:10]=1[O:11][CH3:12])/[C:7](=[C:16](\[C:14]#[N:15])/[C:17]([O:19][CH2:20][CH3:21])=[O:18])/[CH2:6][CH2:5]2 |f:3.4|. Reported procedure: To the solution of 5-chloro-6-methoxy-2,3-dihydro-1H-inden-1-one (Prep15, 12 g, 61.2 mmol) in toluene (240 ml) was added ethyl cyanoacetate (8.3 g, 73.46 mmol), AcOH (48 ml, 0.8 mol) and ammonium acetate (12 g, 0.16 mol). The mixture was stirred for 12 hours at 120° C., checked by TLC, concentrated, filtered and washed with water and ethanol twice and purified by FC to afford 11 g of title compound (y=62%). Reactants: CCn1c(=O)c2c(nc(C3CCCC3)n2Cc2ccccc2)n2nc(CO)nc12, ClCCl, O=[Cr](=O)([O-])O[Cr](=O)(=O)[O-], c1cc[nH+]cc1, c1cc[nH+]cc1. Reaction SMILES: [CH2:1]([c:2]1[cH:3][cH:4][cH:5][cH:6][cH:7]1)[n:8]1[c:9]([CH:25]2[CH2:26][CH2:27][CH2:28][CH2:29]2)[n:10][c:11]2[c:12]1[c:13](=[O:24])[n:14]([CH2:22][CH3:23])[c:15]1[n:16]2[n:17][c:18]([CH2:20][OH:21])[n:19]1.[Cl:51][CH2:52][Cl:53].[Cr:30]([O:31][Cr:32]([O-:33])(=[O:34])=[O:35])([O-:36])(=[O:37])=[O:38].[nH+:39]1[cH:40][cH:41][cH:42][cH:43][cH:44]1.[nH+:45]1[cH:46][cH:47][cH:48][cH:49][cH:50]1>>[CH2:1]([c:2]1[cH:3][cH:4][cH:5][cH:6][cH:7]1)[n:8]1[c:9]([CH:25]2[CH2:26][CH2:27][CH2:28][CH2:29]2)[n:10][c:11]2[c:12]1[c:13](=[O:24])[n:14]([CH2:22][CH3:23])[c:15]1[n:16]2[n:17][c:18]([CH:20]=[O:21])[n:19]1. Product: CCn1c(=O)c2c(nc(C3CCCC3)n2Cc2ccccc2)n2nc(C=O)nc12. The reactants are C1(=CC=CC=C1)C(C(C(C)=O)=C1NCCCC1)=O (1-phenyl-2-(2-piperidinylidene)-1,3-butanedione), [Na] (sodium), C(C)(=O)O (acetic acid). The solvent is C(C)O (ethanol). Yields the product N1C(CCCC1)=CC(=O)C1=CC=CC=C1 (2-(2-piperidinylidene)-acetophenone). RXN SMILES: [C:1]1([C:7](=[O:18])[C:8](=[C:12]2[CH2:17][CH2:16][CH2:15][CH2:14][NH:13]2)C(=O)C)[CH:6]=[CH:5][CH:4]=[CH:3][CH:2]=1.[Na].C(O)(=O)C>C(O)C>[NH:13]1[CH2:14][CH2:15][CH2:16][CH2:17][C:12]1=[CH:8][C:7]([C:1]1[CH:2]=[CH:3][CH:4]=[CH:5][CH:6]=1)=[O:18] |^1:18|. Procedure: 12.15 g (0.05 mole) of 1-phenyl-2-(2-piperidinylidene)-1,3-butanedione are introduced into a prepared solution of 3.5 g of sodium in 120 ml of ethanol. The reaction mixture is then refluxed for 40 minutes. After cooling, it is neutralised with glacial acetic acid, and filtered off from the sodium acetate. The filtrate is concentrated in the rotary evaporator, and the residue is dissolved in methylene chloride. The solution is repeatedly extracted with water; the organic phase is dried over sodiu...